Dataset: the Open Reaction Database (ORD), a public repository of structured organic reaction records. Task: describe an organic reaction: reactants, conditions, products, and yield Yields the product C(C1=CC=CC=C1)[C@@H]1NC(O[C@@H]1CO)=O ((4S,5S)-4-benzyl-5-hydroxymethyl-oxazolidin-2-one). Solvent: C(C)O (ethanol). RXN SMILES: C[O:2][C:3]([CH:5]1[O:9][C:8](=[O:10])[NH:7][CH:6]1[CH2:11][C:12]1[CH:17]=[CH:16][CH:15]=[CH:14][CH:13]=1)=O.[BH4-].[Na+].O.Cl>C(O)C>[CH2:11]([C@H:6]1[C@@H:5]([CH2:3][OH:2])[O:9][C:8](=[O:10])[NH:7]1)[C:12]1[CH:13]=[CH:14][CH:15]=[CH:16][CH:17]=1 |f:1.2|. The reactants are COC(=O)C1C(NC(O1)=O)CC1=CC=CC=C1 (4-benzyl-2-oxo-oxazolidine-5-carboxylic acid methyl ester), [BH4-].[Na+] (sodium borohydride), Cl (hydrochloric acid), O (water). Conditions: time 2 hour. Reported procedure: 150 g of the 98:2 mixture of the (4S,5S) and (4S,5R) isomers of 4-benzyl-2-oxo-oxazolidine-5-carboxylic acid methyl ester were added at 15°-20° over a period of 1.5 hours to a stirred solution of 20.8 g of sodium borohydride in 360 ml of ethanol and then stirred for a further 2 hours. The suspension was combined at 20° with 540 ml of water and the pH value adjusted to 7 with 165 ml of 3N hydrochloric acid. The suspension was stirred at room temperature for 2.5 hours, left to stand for 18 hours a... The reactants are CCN=C=O, CC(C)OC(C)C, FC(F)(F)c1ccc(OC2CNC2)cc1. The product is CCNC(=O)N1CC(Oc2ccc(C(F)(F)F)cc2)C1. RXN SMILES: [CH2:16]([CH3:17])[N:18]=[C:19]=[O:20].[CH:21]([O:22][CH:23]([CH3:24])[CH3:25])([CH3:26])[CH3:27].[F:1][C:2]([c:3]1[cH:4][cH:5][c:6]([O:7][CH:8]2[CH2:9][NH:10][CH2:11]2)[cH:12][cH:13]1)([F:14])[F:15]>>[F:1][C:2]([c:3]1[cH:4][cH:5][c:6]([O:7][CH:8]2[CH2:9][N:10]([C:19]([NH:18][CH2:16][CH3:17])=[O:20])[CH2:11]2)[cH:12][cH:13]1)([F:14])[F:15]. Starting materials: OC1=CC=C2C(C(=C(OC2=C1)C(F)(F)F)C1CCC(CC1)C(=O)OCC)=O (ethyl 4-(7-hydroxy-4-oxo-2-(trifluoromethyl)-4H-chromen-3-yl)cyclohexanecarboxylate), Cl (HCl). Solvent: Example 3, O1CCOCC1 (dioxane). Conditions: temperature 75 celsius, time 8 hour. Yields the product OC1=CC=C2C(C(=C(OC2=C1)C(F)(F)F)[C@@H]1CC[C@H](CC1)C(=O)O)=O ((trans)-4-(7-hydroxy-4-oxo-2-(trifluoromethyl)-4H-chromen-3-yl)cyclohexanecarboxylic acid). As a reaction SMILES: [OH:1][C:2]1[CH:11]=[C:10]2[C:5]([C:6](=[O:27])[C:7]([CH:16]3[CH2:21][CH2:20][CH:19]([C:22]([O:24]CC)=[O:23])[CH2:18][CH2:17]3)=[C:8]([C:12]([F:15])([F:14])[F:13])[O:9]2)=[CH:4][CH:3]=1.Cl>O1CCOCC1>[OH:1][C:2]1[CH:11]=[C:10]2[C:5]([C:6](=[O:27])[C:7]([C@H:16]3[CH2:17][CH2:18][C@H:19]([C:22]([OH:24])=[O:23])[CH2:20][CH2:21]3)=[C:8]([C:12]([F:15])([F:13])[F:14])[O:9]2)=[CH:4][CH:3]=1. Procedure details: To a solution of ethyl 4-(7-hydroxy-4-oxo-2-(trifluoromethyl)-4H-chromen-3-yl)cyclohexanecarboxylate (450 mg, 1.1 mmol) in dioxane (3 ml) was added conc. HCl (3 ml). The solution was stirred at 75° C. overnight. The mixture was concentrated in vacuo to give a yellow solid, which was purified by prep-HPLC to afford the pure trans isomer, the desired product in Example 3 (100 mg, 24%). The reactants are C(#N)C[C@@H]1NCCC2=C1N=C(N=C2N2[C@H](COCC2)C)C2=CC=C(C=C2)NC(=O)NCC (1-(4-((S)-8-(cyanomethyl)-4-((S)-3-methylmorpholino)-5,6,7,8-tetrahydropyrido[3,4-d]pyrimidin-2-yl)phenyl)-3-ethylurea), C(#N)CC1N(CCC2=C1N=C(N=C2N2[C@H](COCC2)C)C2=CC=C(C=C2)NC(=O)NCC)C(=O)OC(C)(C)C (Tert-butyl 8-(cyanomethyl)-2-(4-(3-ethylureido)phenyl)-4-((S)-3-methylmorpholino)-5,6-dihydropyrido[3,4-d]pyrimidine-7(8H)-carboxylate), Cl (Hydrogen chloride). The solvent is O1CCOCC1 (1,4-Dioxane). Reaction conditions: time 2.5 hour. Product: C(#N)C[C@H]1NCCC2=C1N=C(N=C2N2[C@H](COCC2)C)C2=CC=C(C=C2)NC(=O)NCC (1-(4-((R)-8-(cyanomethyl)-4-((S)-3-methylmorpholino)-5,6,7,8-tetrahydropyrido[3,4-d]pyrimidin-2-yl)phenyl)-3-ethylurea). Reaction SMILES: [C:1]([CH2:3][C@H:4]1[C:9]2[N:10]=[C:11]([C:21]3[CH:26]=[CH:25][C:24]([NH:27][C:28]([NH:30][CH2:31][CH3:32])=[O:29])=[CH:23][CH:22]=3)[N:12]=[C:13]([N:14]3[CH2:19][CH2:18][O:17][CH2:16][C@@H:15]3[CH3:20])[C:8]=2[CH2:7][CH2:6][NH:5]1)#[N:2].C(CC1C2N=C(C3C=CC(NC(NCC)=O)=CC=3)N=C(N3CCOC[C@@H]3C)C=2CCN1C(OC(C)(C)C)=O)#N.Cl>O1CCOCC1>[C:1]([CH2:3][C@@H:4]1[C:9]2[N:10]=[C:11]([C:21]3[CH:26]=[CH:25][C:24]([NH:27][C:28]([NH:30][CH2:31][CH3:32])=[O:29])=[CH:23][CH:22]=3)[N:12]=[C:13]([N:14]3[CH2:19][CH2:18][O:17][CH2:16][C@@H:15]3[CH3:20])[C:8]=2[CH2:7][CH2:6][NH:5]1)#[N:2]. Procedure: and 1-(4-((S)-8-(cyanomethyl)-4-((S)-3-methylmorpholino)-5,6,7,8-tetrahydropyrido[3,4-d]pyrimidin-2-yl)phenyl)-3-ethylurea (xq2): Tert-butyl 8-(cyanomethyl)-2-(4-(3-ethylureido)phenyl)-4-((S)-3-methylmorpholino)-5,6-dihydropyrido[3,4-d]pyrimidine-7(8H)-carboxylate (0.599 g, 0.00112 mol) and 4.0 M of Hydrogen chloride in 1,4-Dioxane (8.5 mL) were combined and shaken for 2.5 hours then concentrated, diluted with sat NaHCO3, extracted three times with 10% MeOH in dichloromethane, dried over Magnesi... Reactants: CC(C)CCNC(=O)c1ccc(N2CCNCC2)nn1, O=C(Cl)c1cc(Cl)ccc1C(F)(F)F. The product is CC(C)CCNC(=O)c1ccc(N2CCN(C(=O)c3cc(Cl)ccc3C(F)(F)F)CC2)nn1. RXN SMILES: [CH3:15][CH:16]([CH2:17][CH2:18][NH:19][C:20](=[O:21])[c:22]1[n:23][n:24][c:25]([N:28]2[CH2:29][CH2:30][NH:31][CH2:32][CH2:33]2)[cH:26][cH:27]1)[CH3:34].[Cl:1][c:2]1[cH:3][cH:4][c:5]([C:11]([F:12])([F:13])[F:14])[c:6]([C:7](=[O:8])[Cl:9])[cH:10]1>>[Cl:1][c:2]1[cH:3][cH:4][c:5]([C:11]([F:12])([F:13])[F:14])[c:6]([C:7](=[O:8])[N:31]2[CH2:30][CH2:29][N:28]([c:25]3[n:24][n:23][c:22]([C:20]([NH:19][CH2:18][CH2:17][CH:16]([CH3:15])[CH3:34])=[O:21])[cH:27][cH:26]3)[CH2:33][CH2:32]2)[cH:10]1. The reactants are CC(C)=O, CS(=O)(=O)OCCOCc1ccccc1, [I-], [Na+]. Yields the product ICCOCc1ccccc1. RXN SMILES: [CH3:18][C:19](=[O:20])[CH3:21].[CH3:1][S:2]([O:3][CH2:6][CH2:7][O:8][CH2:9][c:10]1[cH:11][cH:12][cH:13][cH:14][cH:15]1)(=[O:4])=[O:5].[I-:17].[Na+:16]>>[CH2:6]([CH2:7][O:8][CH2:9][c:10]1[cH:11][cH:12][cH:13][cH:14][cH:15]1)[I:17]. Starting materials: C(#N)C=1C=C(CN2C([C@H](CC2)NS(=O)(=O)C2=CC3=CC(=CC=C3C=C2)OC)=O)C=CC1 (7-methoxynaphthalene-2-sulfonic acid [1-(3-cyanobenzyl)-2-oxopyrrolidin-3-(S)-yl]amide), C(C=CC1=CC=CC=C1)Br (cinnamyl bromide). Product: C(#N)C=1C=C(CN2C([C@H](CC2)N(S(=O)(=O)C2=CC3=CC(=CC=C3C=C2)OC)CC=CC2=CC=CC=C2)=O)C=CC1 (7-Methoxy-2-napthalenesulfonic acid [1-(3-cyanobenzyl)-2-oxopyrrolidin-3-(S)-yl]-(3-phenylallyl)amide). Reaction SMILES: [C:1]([C:3]1[CH:4]=[C:5]([CH:29]=[CH:30][CH:31]=1)[CH2:6][N:7]1[CH2:11][CH2:10][C@H:9]([NH:12][S:13]([C:16]2[CH:25]=[CH:24][C:23]3[C:18](=[CH:19][C:20]([O:26][CH3:27])=[CH:21][CH:22]=3)[CH:17]=2)(=[O:15])=[O:14])[C:8]1=[O:28])#[N:2].[CH2:32](Br)[CH:33]=[CH:34][C:35]1[CH:40]=[CH:39][CH:38]=[CH:37][CH:36]=1>>[C:1]([C:3]1[CH:4]=[C:5]([CH:29]=[CH:30][CH:31]=1)[CH2:6][N:7]1[CH2:11][CH2:10][C@H:9]([N:12]([CH2:32][CH:33]=[CH:34][C:35]2[CH:40]=[CH:39][CH:38]=[CH:37][CH:36]=2)[S:13]([C:16]2[CH:25]=[CH:24][C:23]3[C:18](=[CH:19][C:20]([O:26][CH3:27])=[CH:21][CH:22]=3)[CH:17]=2)(=[O:15])=[O:14])[C:8]1=[O:28])#[N:2]. Procedure details: The title compound is prepared as described in EXAMPLE 25, Part A using 7-methoxynaphthalene-2-sulfonic acid [1-(3-cyanobenzyl)-2-oxopyrrolidin-3-(S)-yl]amide, prepared as described in EXAMPLE 43, part A, and cinnamyl bromide. The crude product is purified by column chromatography eluting with gradient of 20% EtOAc/hexanes to 30% EtOAc/hexanes to afford the title compound as a white foam.